describe an organic reaction: reactants, conditions, products, and yield From a dataset of the Open Reaction Database (ORD), a public repository of structured organic reaction records. Reactants: CCOC(=O)C1OC1c1cccs1, CO, [Cl-], [N-]=[N+]=[N-], N#N, [NH4+], [Na+], c1ccc(P(c2ccccc2)c2ccccc2)cc1. The product is CCOC(=O)C1NC1c1cccs1. RXN SMILES: [CH2:1]([CH3:2])[O:3][C:4](=[O:5])[CH:6]1[O:7][CH:8]1[c:9]1[s:10][cH:11][cH:12][cH:13]1.[CH3:41][OH:42].[Cl-:18].[N-:14]=[N+:15]=[N-:16].[N:39]#[N:40].[NH4+:19].[Na+:17].[c:20]1([P:21]([c:22]2[cH:23][cH:24][cH:25][cH:26][cH:27]2)[c:28]2[cH:29][cH:30][cH:31][cH:32][cH:33]2)[cH:34][cH:35][cH:36][cH:37][cH:38]1>>[CH2:1]([CH3:2])[O:3][C:4](=[O:5])[CH:6]1[CH:8]([c:9]2[s:10][cH:11][cH:12][cH:13]2)[NH:14]1. The reactants are COC(=O)c1cc(Cl)ccc1NC(=O)C(CCC(=O)O)NC(=O)OCc1ccccc1, c1ccc(C(c2ccccc2)N2CCNCC2)cc1. Yields the product COC(=O)c1cc(Cl)ccc1NC(=O)C(CCC(=O)N1CCN(C(c2ccccc2)c2ccccc2)CC1)NC(=O)OCc1ccccc1. As a reaction SMILES: [CH2:20]([c:21]1[cH:22][cH:23][cH:24][cH:25][cH:26]1)[O:27][C:28](=[O:29])[NH:30][CH:31]([CH2:32][CH2:33][C:34](=[O:35])[OH:36])[C:37](=[O:38])[NH:39][c:40]1[c:41]([C:47](=[O:48])[O:49][CH3:50])[cH:42][c:43]([Cl:46])[cH:44][cH:45]1.[CH:1]([c:2]1[cH:3][cH:4][cH:5][cH:6][cH:7]1)([c:8]1[cH:9][cH:10][cH:11][cH:12][cH:13]1)[N:14]1[CH2:15][CH2:16][NH:17][CH2:18][CH2:19]1>>[CH:1]([c:2]1[cH:3][cH:4][cH:5][cH:6][cH:7]1)([c:8]1[cH:9][cH:10][cH:11][cH:12][cH:13]1)[N:14]1[CH2:15][CH2:16][N:17]([C:34]([CH2:33][CH2:32][CH:31]([NH:30][C:28]([O:27][CH2:20][c:21]2[cH:22][cH:23][cH:24][cH:25][cH:26]2)=[O:29])[C:37](=[O:38])[NH:39][c:40]2[c:41]([C:47](=[O:48])[O:49][CH3:50])[cH:42][c:43]([Cl:46])[cH:44][cH:45]2)=[O:35])[CH2:18][CH2:19]1. Reactants: BrC1=CC(=CC2=CC=CC=C12)C(=O)N (4-bromonaphthalene-2-carboxylic amide), ClC(=O)SCl (chlorocarbonylsulfenyl chloride), O (water). Solvent: C1(=CC=CC=C1)C (toluene). Reaction conditions: temperature 100 celsius, time 18 hour. The product is BrC1=CC(=CC2=CC=CC=C12)C1=NSC(O1)=O (5-(4-bromonaphthalene-2-yl)-[1,3,4]oxathiazole-2-one). Reaction SMILES: [Br:1][C:2]1[C:11]2[C:6](=[CH:7][CH:8]=[CH:9][CH:10]=2)[CH:5]=[C:4]([C:12]([NH2:14])=[O:13])[CH:3]=1.Cl[C:16]([S:18]Cl)=[O:17].O>C1(C)C=CC=CC=1>[Br:1][C:2]1[C:11]2[C:6](=[CH:7][CH:8]=[CH:9][CH:10]=2)[CH:5]=[C:4]([C:12]2[O:13][C:16](=[O:17])[S:18][N:14]=2)[CH:3]=1. Reported procedure: To a solution of 4-bromonaphthalene-2-carboxylic amide (1.10 g) in toluene (11.0 mL) was added chlorocarbonylsulfenyl chloride (0.73 mL), and the mixture was stirred at 100° C. for 18 hours. To the reaction solution was added water (50 mL). The precipitated solid was collected by filtration, and washed with water and hexane to give 5-(4-bromonaphthalene-2-yl)-[1,3,4]oxathiazole-2-one (1.13 g). This compound (1.12 g) was dissolved in dichlorobenzene (18 mL). To the solution was added ethyl cyanof... Starting materials: C1=CC(=CC=C1O)C (p-cresol), C(=O)(O)COC1=CC=C(C(C(=O)O)O)C=C1 (4-carboxymethoxymandelic acid). The solvent is O (water). The product is C(=O)(O)COC1=CC=C(C=C1)C1C(OC2=C1C=C(C=C2)C)=O (3-(4-carboxymethoxyphenyl)-5-methylbenzofuran-2-one). Yield: 81.0%. Reaction SMILES: [CH:1]1[C:6](O)=[CH:5][CH:4]=[C:3]([CH3:8])[CH:2]=1.[C:9]([CH2:12][O:13][C:14]1[CH:24]=[CH:23][C:17]([CH:18](O)[C:19]([OH:21])=[O:20])=[CH:16][CH:15]=1)([OH:11])=[O:10]>O>[C:9]([CH2:12][O:13][C:14]1[CH:24]=[CH:23][C:17]([CH:18]2[C:1]3[CH:2]=[C:3]([CH3:8])[CH:4]=[CH:5][C:6]=3[O:21][C:19]2=[O:20])=[CH:16][CH:15]=1)([OH:11])=[O:10]. Procedure: A mixture of 41.6 g (0.39 mol) of p-cresol and 29.0 g (0.13 mol) of 4-carboxymethoxymandelic acid is maintained at 185° C. under a nitrogen atmosphere for 90 minutes, during which the water formed is distilled off. Excess p-cresol is then distilled off under reduced pressure. Crystallisation of the residue from 75 ml of xylene gives 31.4 g (81%) of 3-(4-carboxymethoxyphenyl)-5-methylbenzofuran-2-one, melting point 198°-203° C. (compound (101), Table 1). Reactants: CCO, Cl, CCOCn1c(N)nc2c1c(=O)n(CCCCC(C)O)c(=O)n2C. Product: CC(O)CCCCn1c(=O)c2[nH]c(N)nc2n(C)c1=O. RXN SMILES: [CH3:26][CH2:27][OH:28].[ClH:25].[OH:1][CH:2]([CH2:3][CH2:4][CH2:5][CH2:6][n:7]1[c:8](=[O:9])[n:10]([CH3:23])[c:11]2[n:12][c:13]([NH2:22])[n:14]([CH2:18][O:19][CH2:20][CH3:21])[c:15]2[c:16]1=[O:17])[CH3:24]>>[OH:1][CH:2]([CH2:3][CH2:4][CH2:5][CH2:6][n:7]1[c:8](=[O:9])[n:10]([CH3:23])[c:11]2[n:12][c:13]([NH2:22])[nH:14][c:15]2[c:16]1=[O:17])[CH3:24].